From a dataset of the Open Reaction Database (ORD), a public repository of structured organic reaction records. describe an organic reaction: reactants, conditions, products, and yield Starting materials: CC1(OC(C(O1)=CC(=O)Cl)=O)C ((2,2-dimethyl-5-oxo-[1,3]dioxolan-4-ylidene)-acetyl chloride), C(#N)C=1C=C(CNOC)C=CC1F (N-(3-cyano-4-fluorobenzyl)-O-methyl-hydroxylamine), compound 1-A. The product is C(#N)C=1C=C(CN(C(C=C2OC(OC2=O)(C)C)=O)OC)C=CC1F (N-(3-Cyano-4-fluoro-benzyl)-2-(2,2-dimethyl-5-oxo-[1,3]dioxolan-4-ylidene)-N-methoxy-acetamide). The yield is 97.0%. RXN SMILES: [CH3:1][C:2]1([CH3:12])[O:6][C:5](=[CH:7][C:8](Cl)=[O:9])[C:4](=[O:11])[O:3]1.[C:13]([C:15]1[CH:16]=[C:17]([CH:22]=[CH:23][C:24]=1[F:25])[CH2:18][NH:19][O:20][CH3:21])#[N:14]>>[C:13]([C:15]1[CH:16]=[C:17]([CH:22]=[CH:23][C:24]=1[F:25])[CH2:18][N:19]([O:20][CH3:21])[C:8](=[O:9])[CH:7]=[C:5]1[C:4](=[O:11])[O:3][C:2]([CH3:12])([CH3:1])[O:6]1)#[N:14]. Reported procedure: Reaction of (2,2-dimethyl-5-oxo-[1,3]dioxolan-4-ylidene)-acetyl chloride with N-(3-cyano-4-fluorobenzyl)-O-methyl-hydroxylamine as described in the preparation of compound 1-A gave the title amide as white crystals (97% yield): mp 119-120° C. (ethyl acetate-hexane). 1HNMR 400 MHz (CDCl3) δ (ppm): 1.75 (6H, s, CH3), 3.75 (3H, s, OCH3), 4.78 (2H, s, NCH2), 6.36 (1H, s, CH), 7.17 (1H, t, aromatic), 7.58-7.64 (2H, m, aromatics). Anal. calcd for C16H15F2NO5: C, 57.48; H, 4.52; N, 8.38. Found: C, 57.3... Reactants: CO, Cl, [Fe], CC(=Cc1cc(-n2ccnc2)cs1)[N+](=O)[O-], O. The product is CC(=O)Cc1cc(-n2ccnc2)cs1. Reaction SMILES: [CH3:20][OH:21].[ClH:18].[Fe:19].[N+:1]([O-:2])(=[O:3])[C:4](=[CH:5][c:6]1[s:7][cH:8][c:9](-[n:11]2[cH:12][n:13][cH:14][cH:15]2)[cH:10]1)[CH3:16].[OH2:17]>>[C:4]([CH2:5][c:6]1[s:7][cH:8][c:9](-[n:11]2[cH:12][n:13][cH:14][cH:15]2)[cH:10]1)([CH3:16])=[O:17]. The reactants are FC(C1=CC=C(C(=O)O)C=C1)(F)F (4-trifluoromethylbenzoic acid), P(Br)(Br)Br (phosphorus tribromide). Yields the product FC(C1=CC=C(C(=O)Br)C=C1)(F)F (4-trifluoromethylbenzoyl bromide). Yield: 169.7%. Reaction SMILES: [F:1][C:2]([F:13])([F:12])[C:3]1[CH:11]=[CH:10][C:6]([C:7](O)=[O:8])=[CH:5][CH:4]=1.P(Br)(Br)[Br:15]>>[F:1][C:2]([F:13])([F:12])[C:3]1[CH:11]=[CH:10][C:6]([C:7]([Br:15])=[O:8])=[CH:5][CH:4]=1. Procedure details: In a 50 ml glass reactor, 30 g of 4-trifluoromethylbenzoic acid and 14.5 g of phosphorus tribromide were reacted at 155° C. for 3 hr. After that the reaction liquid was distilled under reduced pressure to obtain 23 g of 4-trifluoromethylbenzoyl bromide having a boiling point of 88°-89° C. at 18 mmHg. The yield in this reaction was 58%. Reactants: ClC1=C(C=CC(=C1)Cl)C=1N=C(C(=NC1CC)N[C@H]1[C@H](CC2=CC=CC=C12)O)CC ((1R,2S)-1-{[5-(2,4-dichlorophenyl)-3,6-diethylpyrazin-2-yl]amino}-2,3-dihydro-1H-inden-2-ol), COC1=C(C=CC(=C1)OC)B(O)O (2,4-dimethoxyphenylboronic acid). The product is COC1=C(C=CC(=C1)OC)C=1N=C(C(=NC1CC)N[C@H]1[C@H](CC2=CC=CC=C12)O)CC ((1R,2S)-1-{[5-(2,4-dimethoxyphenyl)-3,6-diethylpyrazin-2-yl]amino}-2,3-dihydro-1H-inden-2-ol). Reaction SMILES: ClC1C=C(Cl)C=CC=1[C:9]1[N:10]=[C:11]([CH2:28][CH3:29])[C:12]([NH:17][C@@H:18]2[C:26]3[C:21](=[CH:22][CH:23]=[CH:24][CH:25]=3)[CH2:20][C@@H:19]2[OH:27])=[N:13][C:14]=1[CH2:15][CH3:16].[CH3:30][O:31][C:32]1[CH:37]=[C:36]([O:38][CH3:39])[CH:35]=[CH:34][C:33]=1B(O)O>>[CH3:30][O:31][C:32]1[CH:37]=[C:36]([O:38][CH3:39])[CH:35]=[CH:34][C:33]=1[C:9]1[N:10]=[C:11]([CH2:28][CH3:29])[C:12]([NH:17][C@@H:18]2[C:26]3[C:21](=[CH:22][CH:23]=[CH:24][CH:25]=3)[CH2:20][C@@H:19]2[OH:27])=[N:13][C:14]=1[CH2:15][CH3:16]. Procedure: Following the procedure for the preparation of (1R,2S)-1-{[5-(2,4-dichlorophenyl)-3,6-diethylpyrazin-2-yl]amino}-2,3-dihydro-1H-inden-2-ol but substituting 2,4-dimethoxyphenylboronic acid and making non-critical variations provided the title compound as an off-white foam. IR (diffuse reflectance) 2966, 2934, 1610, 1567, 1483, 1391, 1303, 1280, 1253, 1208, 1159, 1128, 1046, 1034, 741 cm−1; OAMS supporting ions at: ESI+ 420.1; MS (EI) m/z 419 (M+); HRMS (FAB) calcd for C25H29N3O3+H1 420.2287, foun... Procedure details: A solution of 1-(5-bromo-2-chloropyridin-3-yl)-2-(2,3-dichlorophenyl)ethanone in dry THF was slowly treated with DMF-DMA under N2 atmosphere for 45 min and stirred at RT until completion of the reaction. The reaction mixture was concentrated under reduced pressure to obtain 1-(5-bromo-2-chloropyridin-3-yl)-2-(2,3-dichlorophenyl)-3-(dimethylamino)prop-2-en-1-one as semi solid. Washing the crude product with n-pentane and pet-ether resulted in a free flowing light brown solid (1.0 g, 58.8%) which ... Reactants: BrC=1C=C(C(=NC1)Cl)C(CC1=C(C(=CC=C1)Cl)Cl)=O (1-(5-bromo-2-chloropyridin-3-yl)-2-(2,3-dichlorophenyl)ethanone), CN(C)C(OC)OC (DMF-DMA). RXN SMILES: [Br:1][C:2]1[CH:3]=[C:4]([C:9](=[O:19])[CH2:10][C:11]2[CH:16]=[CH:15][CH:14]=[C:13]([Cl:17])[C:12]=2[Cl:18])[C:5]([Cl:8])=[N:6][CH:7]=1.[CH3:20][N:21]([CH:23](OC)OC)[CH3:22]>C1COCC1>[Br:1][C:2]1[CH:3]=[C:4]([C:9](=[O:19])[C:10]([C:11]2[CH:16]=[CH:15][CH:14]=[C:13]([Cl:17])[C:12]=2[Cl:18])=[CH:20][N:21]([CH3:23])[CH3:22])[C:5]([Cl:8])=[N:6][CH:7]=1. Solvent: C1CCOC1 (THF). Product: BrC=1C=C(C(=NC1)Cl)C(C(=CN(C)C)C1=C(C(=CC=C1)Cl)Cl)=O (1-(5-bromo-2-chloropyridin-3-yl)-2-(2,3-dichlorophenyl)-3-(dimethylamino)prop-2-en-1-one). Starting materials: Intermediate 1E, FC1=C(C=C(C(=O)OCC2=CC=CC=C2)C=C1)C(=O)OCC (1-benzyl 3-ethyl 4-fluoroisophthalate), FC1=C(C=C(C(=O)OCC2=CC=CC=C2)C=C1)C(=O)OCC (1-benzyl 3-ethyl 4-fluoroisophthalate), C(CCC)N(C(=O)C1=NNC(=C1Cl)C)CC1=CC(=C(C=C1)Cl)Cl (N-butyl-4-chloro-N-(3,4-dichlorobenzyl)-5-methyl-1H-pyrazole-3-carboxamide), C(CCC)N(C(=O)C1=NNC(=C1Cl)C)CC1=CC(=C(C=C1)Cl)Cl (N-butyl-4-chloro-N-(3,4-dichlorobenzyl)-5-methyl-1H-pyrazole-3-carboxamide). Yields the product C(CCC)N(C(=O)C1=NN(C(=C1Cl)C)C1=C(C=C(C(=O)OCC2=CC=CC=C2)C=C1)C(=O)OCC)CC1=CC(=C(C=C1)Cl)Cl (1-Benzyl 3-ethyl 4-(3-(butyl(3,4-dichlorobenzyl)carbamoyl)-4-chloro-5-methyl-1H-pyrazol-1-yl)isophthalate). Yield: 78328.7%. As a reaction SMILES: F[C:2]1[CH:17]=[CH:16][C:5]([C:6]([O:8][CH2:9][C:10]2[CH:15]=[CH:14][CH:13]=[CH:12][CH:11]=2)=[O:7])=[CH:4][C:3]=1[C:18]([O:20][CH2:21][CH3:22])=[O:19].[CH2:23]([N:27]([CH2:37][C:38]1[CH:43]=[CH:42][C:41]([Cl:44])=[C:40]([Cl:45])[CH:39]=1)[C:28]([C:30]1[C:34]([Cl:35])=[C:33]([CH3:36])[NH:32][N:31]=1)=[O:29])[CH2:24][CH2:25][CH3:26]>>[CH2:23]([N:27]([CH2:37][C:38]1[CH:43]=[CH:42][C:41]([Cl:44])=[C:40]([Cl:45])[CH:39]=1)[C:28]([C:30]1[C:34]([Cl:35])=[C:33]([CH3:36])[N:32]([C:2]2[CH:17]=[CH:16][C:5]([C:6]([O:8][CH2:9][C:10]3[CH:15]=[CH:14][CH:13]=[CH:12][CH:11]=3)=[O:7])=[CH:4][C:3]=2[C:18]([O:20][CH2:21][CH3:22])=[O:19])[N:31]=1)=[O:29])[CH2:24][CH2:25][CH3:26]. Procedure details: Following a procedure analogous to that for the synthesis of Intermediate 1E, 1-benzyl 3-ethyl 4-fluoroisophthalate (Intermediate 91B, 270 mg, 0.89 mmol) and N-butyl-4-chloro-N-(3,4-dichlorobenzyl)-5-methyl-1H-pyrazole-3-carboxamide (Intermediate 179B, 502 mg, 1.34 mmol) were converted to the title compound (458 g, 78%). 1H NMR (CDCl3, mixture of amide rotamers) δ 8.68 (dd, J=19.3, 1.9 Hz, 1H), 8.33 (dt, J=7.9, 2.0 Hz, 1H), 7.54-7.34 (m, 8H), 7.24-7.07 (m, 1H), 5.43 (d, J=3.1 Hz, 2H), 4.79-4.63 ...